Task: describe an organic reaction: reactants, conditions, products, and yield. Dataset: the Open Reaction Database (ORD), a public repository of structured organic reaction records Starting materials: N[C@@H](CCCN\C(\N)=N/[H])C(=O)NC1=CC=C2C=C(C(OC2=C1)=O)C1=CC=CC=C1 (7-(Z-L-Arginamido)-3-phenylcoumarin), Br (hydrogen bromide), CCOCC (ether). The solvent is C(C)(=O)O (acetic acid). Product: Br.Br.N[C@@H](CCCNC(N)=N)C(=O)NC1=CC=C2C=C(C(OC2=C1)=O)C1=CC=CC=C1 (7-(L-arginamido)-3-phenylcoumarin dihydrobromide). Reaction SMILES: [NH2:1][C@H:2]([C:11]([NH:13][C:14]1[CH:23]=[C:22]2[C:17]([CH:18]=[C:19]([C:25]3[CH:30]=[CH:29][CH:28]=[CH:27][CH:26]=3)[C:20](=[O:24])[O:21]2)=[CH:16][CH:15]=1)=[O:12])[CH2:3][CH2:4][CH2:5][NH:6]/[C:7](=[N:9]\[H])/[NH2:8].[BrH:31].CCOCC>C(O)(=O)C>[BrH:31].[BrH:31].[NH2:1][C@H:2]([C:11]([NH:13][C:14]1[CH:23]=[C:22]2[C:17]([CH:18]=[C:19]([C:25]3[CH:26]=[CH:27][CH:28]=[CH:29][CH:30]=3)[C:20](=[O:24])[O:21]2)=[CH:16][CH:15]=1)=[O:12])[CH2:3][CH2:4][CH2:5][NH:6][C:7](=[NH:8])[NH2:9] |f:4.5.6|. Reported procedure: The hydrochloride salt from Example VIII, above (0.247 g, 0.438 mmol), was treated with 3 ml of 32% hydrogen bromide in acetic acid for 75 min at room temperature. Addition of 70 ml ether gave crude 7-(L-arginamido)-3-phenylcoumarin dihydrobromide that was precipitated twice from methanol/ether yielding 0.221 g (91%) of an off white powder: mp 168°; TLC (SiO2 : ethyl acetate/2-butanone/formic acid/water-5:3:1:1) Rf=0.30. This material, without further purification, was dissolved in 4 ml of dry p...